Dataset: the Open Reaction Database (ORD), a public repository of structured organic reaction records. Task: describe an organic reaction: reactants, conditions, products, and yield Reactants: N(O)=C1SC(C(=N1)C)(C)C (2-oxo-4,5,5-trimethyl-3-thiazoline-oxime), CN=C=O (methyl isocyanate). Reagents/catalysts: C(C)N(CC)CC (triethylamine). Solvent: ClCCl (dichloromethane). The product is CNC(=O)ON=C1SC(C(=N1)C)(C)C (2-oxo-4,5,5-trimethyl-3-thiazoline-O-(methylcarbamoyl)-oxime). RXN SMILES: [N:1](=[C:3]1[N:7]=[C:6]([CH3:8])[C:5]([CH3:10])([CH3:9])[S:4]1)[OH:2].[CH3:11][N:12]=[C:13]=[O:14]>C(N(CC)CC)C.ClCCl>[CH3:11][NH:12][C:13]([O:2][N:1]=[C:3]1[N:7]=[C:6]([CH3:8])[C:5]([CH3:10])([CH3:9])[S:4]1)=[O:14]. Reported procedure: 15.8 g (0.1 mol) of 2-oxo-4,5,5-trimethyl-3-thiazoline-oxime and 8.5 g. (0.15 mol) of methyl isocyanate were dissolved in 100 ml. of anhydrous dichloromethane. After a few drops of triethylamine were added to this solution, the mixture warmed to 40°-45° C. The mixture was warmed to 50°-60° C. for a short time and then the solvent was distilled off under vacuum. The residue was dissolved in 50 ml. of hot ethyl acetate, treated with carbon and filtered. The hot filtrate was concentrated to 20-30 m... Reactants: F (hydrofluoric acid), C(C=C)C1C(CC(C(C(OC(C2CCC(C(N2C(C(C2(C(CC(C(C(CC(CC(=C1)C)C)OC)O2)OC)C)O)=O)=O)(O[SiH3])C)C)=O)C(=CC2CC(C(CC2)NC(C)=O)OC)C)C)C(C)(C)C)=O (17-Allyl-1-hydroxy-12-[2-(4-acetamido-3-methoxycyclo hexyl)-1-methylvinyl]-23,25-dimethoxy-14-t butyldimethyl silyloxy-13,19,21,27-tetramethyl-11,28-dioxa-4-azatricyclo [22.3.1.04,9 ]octacos-18-ene-2.3,10,16-tetraone), C(C)(=O)OCC (ethyl acetate). The solvent is C(C)#N (acetonitrile). Conditions: time 2 hour. Yields the product C(C=C)C1C(CC(C(C(OC(C2CCCCN2C(C(C2(C(CC(C(C(CC(CC(=C1)C)C)OC)O2)OC)C)O)=O)=O)=O)C(=CC2CC(C(CC2)NC(C)=O)OC)C)C)O)=O (17-Allyl-1,14 -dihydroxy-12-[2-(4-acetamido-3-methoxy cyclohexyl)-1-methylvinyl]-23,25-dimethoxy-13,19,21,27-tetra methyl-11,28-dioxa-4-azatricyclo[22.3.1.04,9 ]octacos-18-ene-2.3,10,16-tetraone). Reaction SMILES: [CH2:1]([CH:4]1[CH:30]=[C:29]([CH3:31])[CH2:28][CH:27]([CH3:32])[CH2:26][CH:25]([O:33][CH3:34])[CH:24]2[O:35][C:20]([OH:39])([CH:21]([CH3:38])[CH2:22][CH:23]2[O:36][CH3:37])[C:19](=[O:40])[C:18](=[O:41])[N:17]2[CH:12]([CH2:13][CH2:14][CH:15](C)[C:16]2(C)O[SiH3])[C:11](=[O:46])[O:10][CH:9]([C:47]([CH3:61])=[CH:48][CH:49]2[CH2:54][CH2:53][CH:52]([NH:55][C:56](=[O:58])[CH3:57])[CH:51]([O:59][CH3:60])[CH2:50]2)[CH:8]([CH3:62])[CH:7](C(C)(C)C)[CH2:6][C:5]1=[O:67])[CH:2]=[CH2:3].F.C(OCC)(=[O:71])C>C(#N)C>[CH2:1]([CH:4]1[CH:30]=[C:29]([CH3:31])[CH2:28][CH:27]([CH3:32])[CH2:26][CH:25]([O:33][CH3:34])[CH:24]2[O:35][C:20]([OH:39])([CH:21]([CH3:38])[CH2:22][CH:23]2[O:36][CH3:37])[C:19](=[O:40])[C:18](=[O:41])[N:17]2[CH:12]([CH2:13][CH2:14][CH2:15][CH2:16]2)[C:11](=[O:46])[O:10][CH:9]([C:47]([CH3:61])=[CH:48][CH:49]2[CH2:54][CH2:53][CH:52]([NH:55][C:56](=[O:58])[CH3:57])[CH:51]([O:59][CH3:60])[CH2:50]2)[CH:8]([CH3:62])[CH:7]([OH:71])[CH2:6][C:5]1=[O:67])[CH:2]=[CH2:3]. Reported procedure: A portion of the product from step (a) (13 mg) was dissolved in acetonitrile (4 ml) and to this was added 40% aqueous hydrofluoric acid (0.1 ml). After stirring for 2 hours at room temperature the reaction mixture was poured into ethyl acetate and the separated organic extract was then washed with water, saturated aqueous sodium hydrogen carbonate solution and brine before being dried (MgSO4), filtered and evaporated to an oil in vacuo. Column chromatography on silica eluting with hexane/acetone... Starting materials: C(C)(=O)SC\C(\C(=O)O)=C/C1=CC=CC=C1 ((Z )-2-acetylthiomethyl-3-phenylpropenoic acid), NCCC(=O)OCC1=CC=CC=C1 (benzyl β-alaninate). The product is O=C(/C(=C/C1=CC=CC=C1)/CSC(C)=O)NCCC(=O)OCC1=CC=CC=C1 (benzyl N-(Z)-[1-oxo-2-(acetylthiomethyl)-3-phenylpropenyl]-β-alaninate). RXN SMILES: [C:1]([S:4][CH2:5]/[C:6](=[CH:10]\[C:11]1[CH:16]=[CH:15][CH:14]=[CH:13][CH:12]=1)/[C:7]([OH:9])=O)(=[O:3])[CH3:2].[NH2:17][CH2:18][CH2:19][C:20]([O:22][CH2:23][C:24]1[CH:29]=[CH:28][CH:27]=[CH:26][CH:25]=1)=[O:21]>>[O:9]=[C:7]([NH:17][CH2:18][CH2:19][C:20]([O:22][CH2:23][C:24]1[CH:29]=[CH:28][CH:27]=[CH:26][CH:25]=1)=[O:21])/[C:6](/[CH2:5][S:4][C:1](=[O:3])[CH3:2])=[CH:10]/[C:11]1[CH:16]=[CH:15][CH:14]=[CH:13][CH:12]=1. Reported procedure: The (Z )-2-acetylthiomethyl-3-phenylpropenoic acid described in Example 1 (step B) is coupled with benzyl β-alaninate according to the experimental procedure described in Example 1 (step D).